From a dataset of the Open Reaction Database (ORD), a public repository of structured organic reaction records. describe an organic reaction: reactants, conditions, products, and yield Reactants: [Na+].[Cl-] (NaCl), C(C)OC=1C=C(C=O)C=CC1OC (3-ethoxy-4-methoxybenzaldehyde), C(C)(C)(C)[S@@](=O)N ((R)-tert-butylsulfinamide), Ti(OEt)4. The solvent is C1CCOC1 (THF). Conditions: temperature 66 celsius. Yields the product C(C)OC=1C=C(\C=N\S(=O)C(C)(C)C)C=CC1OC ((E)-N-(3-ethoxy-4-methoxybenzylidene)-2-methylpropane-2-sulfinamide). As a reaction SMILES: [CH2:1]([O:3][C:4]1[CH:5]=[C:6]([CH:9]=[CH:10][C:11]=1[O:12][CH3:13])[CH:7]=O)[CH3:2].[C:14]([S@:18]([NH2:20])=[O:19])([CH3:17])([CH3:16])[CH3:15].[Na+].[Cl-]>C1COCC1>[CH2:1]([O:3][C:4]1[CH:5]=[C:6]([CH:9]=[CH:10][C:11]=1[O:12][CH3:13])/[CH:7]=[N:20]/[S:18]([C:14]([CH3:17])([CH3:16])[CH3:15])=[O:19])[CH3:2] |f:2.3|. Reported procedure: In the first step, a reaction flask was charged with 3-ethoxy-4-methoxybenzaldehyde (2.0 g, 11 mmol), (R)-tert-butylsulfinamide (Ellman's auxiliary) (1.5 g, 12.2 mmol, 1.1 equiv) and THF (20 vol) then treated with Ti(OEt)4 (4.6 mL, 22 mmol, 2.0 equiv, ˜20% Ti). The reaction was heated for ˜6 h at 65-67° C. then cooled to 20-25° C. and added to 2% aqueous NaCl (20 vol). The slurry was filtered and the white precipitate (titanium salts) was washed with EtOAc. The organic portion was dried with MgS... Starting materials: BrC(C(=O)O)C1=CC=CC=C1 (bromo(phenyl)acetic acid), NCCCN1CCC(CC1)C=1C=C(C=CC1)NC(CC)=O (N-{3-[1-(3-aminopropyl)-4-piperidinyl]phenyl}propanamide). Product: BrC(C(=O)NCCCN1CCC(CC1)C=1C=C(C=CC1)NC(CC)=O)C1=CC=CC=C1 (N-[3-(1-{3-[(2-BROMO-2-PHENYLACETYL)AMINO]PROPYL}-4-PIPERIDINYL) PHENYL]PROPANAMIDE). As a reaction SMILES: [Br:1][CH:2]([C:6]1[CH:11]=[CH:10][CH:9]=[CH:8][CH:7]=1)[C:3]([OH:5])=O.[NH2:12][CH2:13][CH2:14][CH2:15][N:16]1[CH2:21][CH2:20][CH:19]([C:22]2[CH:23]=[C:24]([NH:28][C:29](=[O:32])[CH2:30][CH3:31])[CH:25]=[CH:26][CH:27]=2)[CH2:18][CH2:17]1>>[Br:1][CH:2]([C:6]1[CH:11]=[CH:10][CH:9]=[CH:8][CH:7]=1)[C:3]([NH:12][CH2:13][CH2:14][CH2:15][N:16]1[CH2:21][CH2:20][CH:19]([C:22]2[CH:23]=[C:24]([NH:28][C:29](=[O:32])[CH2:30][CH3:31])[CH:25]=[CH:26][CH:27]=2)[CH2:18][CH2:17]1)=[O:5]. Procedure details: Example 10 was prepared from bromo(phenyl)acetic acid and N-{3-[1-(3-aminopropyl)-4-piperidinyl]phenyl}propanamide according to the procedures described in Scheme 10: ESMS m/e: 486.1 (M+H)+. Starting materials: [OH-].[Na+] (sodium hydroxide), S(=O)([O-])S(=O)[O-].[Na+].[Na+] (sodium dithionite), C(CCC)SC1=C(C=C(C(=O)O)C=C1S(N)(=O)=O)[N+](=O)[O-] (4-n-butylthio-3-nitro-5-sulphamyl-benzoic acid), Cl (Hydrochloric acid). The solvent is C(C)(C)O (isopropanol), N (ammonia). Reaction conditions: time 1 hour. The product is NC=1C=C(C(=O)O)C=C(C1SCCCC)S(N)(=O)=O (3-amino-4-butylthio-5-sulphamyl-benzoic acid). As a reaction SMILES: S(S([O-])=O)([O-])=O.[Na+].[Na+].[CH2:9]([S:13][C:14]1[C:22]([S:23](=[O:26])(=[O:25])[NH2:24])=[CH:21][C:17]([C:18]([OH:20])=[O:19])=[CH:16][C:15]=1[N+:27]([O-])=O)[CH2:10][CH2:11][CH3:12].Cl.[OH-].[Na+]>N.C(O)(C)C>[NH2:27][C:15]1[CH:16]=[C:17]([CH:21]=[C:22]([S:23](=[O:25])(=[O:26])[NH2:24])[C:14]=1[S:13][CH2:9][CH2:10][CH2:11][CH3:12])[C:18]([OH:20])=[O:19] |f:0.1.2,5.6|. Reported procedure: To a solution of sodium dithionite (15.9 g) in aqueous ammonia (13 g NH3 in 150 ml water) 4-n-butylthio-3-nitro-5-sulphamyl-benzoic acid (8.35 g) was added in portions during 1 hour, while stirring. The reaction mixture was then heated on a steam bath for 30 minutes. Hydrochloric acid was added until the pH was 1, and heating was continued for 1 hour. After cooling, the pH was adjusted to 3 by the addition of 2N sodium hydroxide, and isopropanol (25 ml) was added. The precipitated 3-amino-4-n-bu...